This data is from the Open Reaction Database (ORD), a public repository of structured organic reaction records. The task is: describe an organic reaction: reactants, conditions, products, and yield The reactants are O=P(Cl)(Cl)Cl, O=c1[nH]c(-c2ccccc2)no1, c1ccncc1. Product: Clc1nc(-c2ccccc2)no1. As a reaction SMILES: [P:19]([Cl:20])([Cl:21])([Cl:22])=[O:23].[c:1]1(-[c:7]2[n:8][o:9][c:10](=[O:12])[nH:11]2)[cH:2][cH:3][cH:4][cH:5][cH:6]1.[cH:13]1[cH:14][cH:15][n:16][cH:17][cH:18]1>>[c:1]1(-[c:7]2[n:8][o:9][c:10]([Cl:21])[n:11]2)[cH:2][cH:3][cH:4][cH:5][cH:6]1. Starting materials: CCc1ccc(N=C=O)cc1, C1CCOC1, CN(C)c1ccncc1, O=C(NCc1ccccc1Cl)N(CCO)CCO. Yields the product CCc1ccc(NC(=O)OCCN(CCO)C(=O)NCc2ccccc2Cl)cc1. Reaction SMILES: [CH2:19]([CH3:20])[c:21]1[cH:22][cH:23][c:24]([N:27]=[C:28]=[O:29])[cH:25][cH:26]1.[CH2:30]1[O:31][CH2:32][CH2:33][CH2:34]1.[CH3:35][N:36]([c:37]1[cH:38][cH:39][n:40][cH:41][cH:42]1)[CH3:43].[Cl:1][c:2]1[c:3]([CH2:4][NH:5][C:6]([N:7]([CH2:8][CH2:9][OH:10])[CH2:11][CH2:12][OH:13])=[O:14])[cH:15][cH:16][cH:17][cH:18]1>>[Cl:1][c:2]1[c:3]([CH2:4][NH:5][C:6]([N:7]([CH2:8][CH2:9][OH:10])[CH2:11][CH2:12][O:13][C:28]([NH:27][c:24]2[cH:23][cH:22][c:21]([CH2:19][CH3:20])[cH:26][cH:25]2)=[O:29])=[O:14])[cH:15][cH:16][cH:17][cH:18]1. Starting materials: CC=1N(C=CN1)CCOC1=CC=C(C=C1)N1C2=C(C=CC1=O)C(=C(S2)C(=O)OCC)C2=CC=CC=C2 (Ethyl 7-{4-[2-(2-methyl-1H-imidazol-1-yl)ethoxy]phenyl}-6-oxo-3-phenyl-6,7-dihydrothieno[2,3-b]pyridine-2-carboxylate), Cl (HCl). Solvent: [OH-].[Na+] (NaOH), O1CCOCC1 (dioxane). The product is CC=1N(C=CN1)CCOC1=CC=C(C=C1)N1C2=C(C=CC1=O)C(=CS2)C2=CC=CC=C2 (7-{4-[2-(2-Methyl-1H-imidazol-1-yl)ethoxy]phenyl}-6-oxo-3-phenyl-6,7-dihydrothieno[2,3-b]pyridine). The yield is 62.4%. RXN SMILES: [CH3:1][C:2]1[N:3]([CH2:7][CH2:8][O:9][C:10]2[CH:15]=[CH:14][C:13]([N:16]3[C:21](=[O:22])[CH:20]=[CH:19][C:18]4[C:23]([C:31]5[CH:36]=[CH:35][CH:34]=[CH:33][CH:32]=5)=[C:24](C(OCC)=O)[S:25][C:17]3=4)=[CH:12][CH:11]=2)[CH:4]=[CH:5][N:6]=1.Cl>O1CCOCC1.[OH-].[Na+]>[CH3:1][C:2]1[N:3]([CH2:7][CH2:8][O:9][C:10]2[CH:11]=[CH:12][C:13]([N:16]3[C:21](=[O:22])[CH:20]=[CH:19][C:18]4[C:23]([C:31]5[CH:32]=[CH:33][CH:34]=[CH:35][CH:36]=5)=[CH:24][S:25][C:17]3=4)=[CH:14][CH:15]=2)[CH:4]=[CH:5][N:6]=1 |f:3.4|. Procedure details: To a solution of the compound of Example 91 (60 mg, 0.12 mmol) in dioxane (1 mL) was added 4M HCl(aq) (1 mL) and the mixture heated at reflux for 48 h. Reaction was diluted with 2M NaOH(aq) (5 mL) and extracted with DCM (2×10 mL). The combined DCM extracts were dried (MgSO4), filtered and concentrated in vacuo. The resultant solid was dried at 60° in a vacuum oven to afford the title compound (32 mg, 62%). δH (CDCl3) 7.76 (1H, d, J 9.6 Hz), 7.42–7.30 (6H, m), 7.00–6.92 (4H, m), 6.76 (1H, s), 6.5... Starting materials: CS(=O)(=O)Cl, CC(C)(C)OC(=O)NC(CN)c1ccccc1Cl, c1ccncc1. Product: CC(C)(C)OC(=O)NC(CNS(C)(=O)=O)c1ccccc1Cl. Reaction SMILES: [CH3:19][S:20]([Cl:21])(=[O:22])=[O:23].[NH2:1][CH2:2][CH:3]([c:4]1[c:5]([Cl:10])[cH:6][cH:7][cH:8][cH:9]1)[NH:11][C:12]([O:13][C:14]([CH3:15])([CH3:16])[CH3:17])=[O:18].[cH:24]1[cH:25][cH:26][n:27][cH:28][cH:29]1>>[NH:1]([CH2:2][CH:3]([c:4]1[c:5]([Cl:10])[cH:6][cH:7][cH:8][cH:9]1)[NH:11][C:12]([O:13][C:14]([CH3:15])([CH3:16])[CH3:17])=[O:18])[S:20]([CH3:19])(=[O:22])=[O:23]. Reactants: CC1=CC=2C(=NC3=C(NC2S1)C=CC=C3)N3C[C@@H](NCC3)CCC3=NC=CC=C3 (2-methyl-10-((S)-3-(2-pyridin-2-yl-ethyl)-piperazin-1-yl)-4H-3-thia-4,9-diaza-benzo[f]azulene), C(C)(=O)O[BH-](OC(C)=O)OC(C)=O.[Na+] (sodium triacetoxyborohydride), C=O (formaldehyde), C(Cl)Cl (methylene chloride). Run in C([O-])(O)=O.[Na+] (sodium bicarbonate). Run at time 10 minute. Product: Cl.Cl.Cl.CC1=CC=2C(=NC3=C(NC2S1)C=CC=C3)N3C[C@@H](N(CC3)C)CCC3=NC=CC=C3 (2-Methyl-10-(4-methyl-(S)-3-(2-pyridin-2-yl-ethyl)-piperazin-1-yl)-4H-3-thia-4,9-diaza-benzo[f]azulene trihydrochloride). Yield: 78.0%. RXN SMILES: [CH3:1][C:2]1[S:11][C:10]2[NH:9][C:8]3[CH:12]=[CH:13][CH:14]=[CH:15][C:7]=3[N:6]=[C:5]([N:16]3[CH2:21][CH2:20][NH:19][C@@H:18]([CH2:22][CH2:23][C:24]4[CH:29]=[CH:28][CH:27]=[CH:26][N:25]=4)[CH2:17]3)[C:4]=2[CH:3]=1.C=O.[CH2:32](Cl)[Cl:33].C(O[BH-](OC(=O)C)OC(=O)C)(=O)C.[Na+]>C(=O)(O)[O-].[Na+]>[ClH:33].[ClH:33].[ClH:33].[CH3:1][C:2]1[S:11][C:10]2[NH:9][C:8]3[CH:12]=[CH:13][CH:14]=[CH:15][C:7]=3[N:6]=[C:5]([N:16]3[CH2:21][CH2:20][N:19]([CH3:32])[C@@H:18]([CH2:22][CH2:23][C:24]4[CH:29]=[CH:28][CH:27]=[CH:26][N:25]=4)[CH2:17]3)[C:4]=2[CH:3]=1 |f:3.4,5.6,7.8.9.10|. Reported procedure: Combine 2-methyl-10-((S)-3-(2-pyridin-2-yl-ethyl)-piperazin-1-yl)-4H-3-thia-4,9-diaza-benzo[f]azulene (200 mg, 0.50 mmol) and formaldehyde (43 μL, 0.54 mmol, 37% in water), and methylene chloride (5 mL). Stir 10 minutes at ambient temperature. Add sodium triacetoxyborohydride (158 mg, 0.74 mmol) and stir 1 hour at ambient temperature. Dilute with saturated sodium bicarbonate solution and extract with methylene chloride. Dry the extracts with sodium sulfate, filter and concentrate the filtrate. P... The reactants are S(O)(O)(=O)=O (sulphuric acid), FC(C1=CC=C2C(=N1)C=C(N2)C(=O)O)(F)F (5-trifluoromethyl-1H-pyrrolo[3,2-b]pyridine-2-carboxylic acid), C(C)O (ethanol). The product is FC(C1=CC=C2C(=N1)C=C(N2)C(=O)OCC)(F)F (ethyl 5-(trifluoromethyl)pyrrolo[3,2-b]pyridine-2-carboxylate). Reaction SMILES: S(=O)(=O)(O)O.[F:6][C:7]([F:21])([F:20])[C:8]1[N:13]=[C:12]2[CH:14]=[C:15]([C:17]([OH:19])=[O:18])[NH:16][C:11]2=[CH:10][CH:9]=1.[CH2:22](O)[CH3:23]>>[F:21][C:7]([F:6])([F:20])[C:8]1[N:13]=[C:12]2[CH:14]=[C:15]([C:17]([O:19][CH2:22][CH3:23])=[O:18])[NH:16][C:11]2=[CH:10][CH:9]=1. Procedure: 1 ml (18.71 mmol) of concentrated sulphuric acid is added to a solution of 0.2 g (0.87 mmol) of 5-trifluoromethyl-1H-pyrrolo[3,2-b]pyridine-2-carboxylic acid, obtained in step 23.2, in 10 ml of ethanol. The solution is stirred at reflux for 20 hours and then cooled and concentrated under reduced pressure. The resultant residue is subsequently taken up with 50 ml of dichloromethane and then washed successively with 20 ml of a saturated aqueous solution of sodium hydrogen carbonate, 40 ml of water...